This data is from the Open Reaction Database (ORD), a public repository of structured organic reaction records. The task is: describe an organic reaction: reactants, conditions, products, and yield Starting materials: NC(N)=O, [Ni], OCc1ccccc1. The product is NC(=O)OCc1ccccc1. RXN SMILES: [NH2:1][C:2]([NH2:3])=[O:4].[Ni:13].[OH:5][CH2:6][c:7]1[cH:8][cH:9][cH:10][cH:11][cH:12]1>>[C:2]([NH2:3])(=[O:4])[O:5][CH2:6][c:7]1[cH:8][cH:9][cH:10][cH:11][cH:12]1.